From a dataset of the Open Reaction Database (ORD), a public repository of structured organic reaction records. describe an organic reaction: reactants, conditions, products, and yield Reactants: peptide, N[C@@H](C(C)C)C(=O)OC(C)(C)C (H-Val-OBut), CC=1C=CC(=CC1)S(=O)(=O)O (TsOH), ( a ), N([C@@H](CC(OCC1=CC=CC=C1)=O)C(=O)O)C(=O)OC(C)(C)C1=CC(OC)=CC(OC)=C1 (Ddz-Asp(OBzl)-OH). RXN SMILES: [NH:1]([C:17]([O:19][C:20]([C:23]1[CH:32]=[C:29]([O:30][CH3:31])[CH:28]=[C:25]([O:26][CH3:27])[CH:24]=1)([CH3:22])[CH3:21])=[O:18])[C@H:2]([C:14](O)=[O:15])[CH2:3][C:4](=[O:13])[O:5][CH2:6][C:7]1[CH:12]=[CH:11][CH:10]=[CH:9][CH:8]=1.[NH2:33][C@H:34]([C:38]([O:40][C:41]([CH3:44])([CH3:43])[CH3:42])=[O:39])[CH:35]([CH3:37])[CH3:36].CC1C=CC(S(O)(=O)=O)=CC=1>>[NH:1]([C:17]([O:19][C:20]([C:23]1[CH:24]=[C:25]([O:26][CH3:27])[CH:28]=[C:29]([O:30][CH3:31])[CH:32]=1)([CH3:22])[CH3:21])=[O:18])[C@H:2]([C:14]([NH:33][C@H:34]([C:38]([O:40][C:41]([CH3:42])([CH3:44])[CH3:43])=[O:39])[CH:35]([CH3:37])[CH3:36])=[O:15])[CH2:3][C:4](=[O:13])[O:5][CH2:6][C:7]1[CH:8]=[CH:9][CH:10]=[CH:11][CH:12]=1. Procedure details: The peptide coupling is carried out by the PPA method as described for (a). Batch: 13.4 g (30 mmol) of Ddz-Asp(OBzl)-OH and 10.36 g (30 mmol) of H-Val-OBut.TsOH. Yields the product N([C@@H](CC(OCC1=CC=CC=C1)=O)C(=O)N[C@@H](C(C)C)C(=O)OC(C)(C)C)C(=O)OC(C)(C)C1=CC(OC)=CC(OC)=C1 (Ddz-Asp(OBzl)-Val-OBut).